Dataset: the Open Reaction Database (ORD), a public repository of structured organic reaction records. Task: describe an organic reaction: reactants, conditions, products, and yield Reactants: COc1c(OCCCN2CCOCC2)ccc2c1N=C(N)N1CCN=C21, CCN(C(C)C)C(C)C, O=C(O)c1ccc(CCN2CCCC2)nc1, CN(C)C=O. Yields the product COc1c(OCCCN2CCOCC2)ccc2c1N=C(NC(=O)c1ccc(CCN3CCCC3)nc1)N1CCN=C21. RXN SMILES: [CH3:1][O:2][c:3]1[c:4]([O:17][CH2:18][CH2:19][CH2:20][N:21]2[CH2:22][CH2:23][O:24][CH2:25][CH2:26]2)[cH:5][cH:6][c:7]2[c:12]1[N:11]=[C:10]([NH2:13])[N:9]1[C:8]2=[N:16][CH2:15][CH2:14]1.[CH:43]([N:44]([CH:45]([CH3:46])[CH3:47])[CH2:48][CH3:49])([CH3:50])[CH3:51].[N:27]1([CH2:32][CH2:33][c:34]2[n:35][cH:36][c:37]([C:38](=[O:39])[OH:40])[cH:41][cH:42]2)[CH2:28][CH2:29][CH2:30][CH2:31]1.[O:52]=[CH:53][N:54]([CH3:55])[CH3:56]>>[CH3:1][O:2][c:3]1[c:4]([O:17][CH2:18][CH2:19][CH2:20][N:21]2[CH2:22][CH2:23][O:24][CH2:25][CH2:26]2)[cH:5][cH:6][c:7]2[c:12]1[N:11]=[C:10]([NH:13][C:38]([c:37]1[cH:36][n:35][c:34]([CH2:33][CH2:32][N:27]3[CH2:28][CH2:29][CH2:30][CH2:31]3)[cH:42][cH:41]1)=[O:39])[N:9]1[C:8]2=[N:16][CH2:15][CH2:14]1. The reactants are CO, CC(C)N=C=O, ClCCl, Cn1c(-c2cncc(CN)c2)c(C#N)c2ccc(Cl)cc21. Product: CC(C)NC(=O)NCc1cncc(-c2c(C#N)c3ccc(Cl)cc3n2C)c1. RXN SMILES: [CH3:31][OH:32].[CH:22]([CH3:23])([CH3:24])[N:25]=[C:26]=[O:27].[Cl:28][CH2:29][Cl:30].[NH2:1][CH2:2][c:3]1[cH:4][c:5](-[c:9]2[n:10]([CH3:21])[c:11]3[cH:12][c:13]([Cl:20])[cH:14][cH:15][c:16]3[c:17]2[C:18]#[N:19])[cH:6][n:7][cH:8]1>>[NH:1]([CH2:2][c:3]1[cH:4][c:5](-[c:9]2[n:10]([CH3:21])[c:11]3[cH:12][c:13]([Cl:20])[cH:14][cH:15][c:16]3[c:17]2[C:18]#[N:19])[cH:6][n:7][cH:8]1)[C:26]([NH:25][CH:22]([CH3:23])[CH3:24])=[O:27]. Starting materials: NN1C=CC=C1 (1-aminopyrrole), C1CCC(CC1)N=C=NC2CCCCC2 (DCC), C(=O)(OCC1=CC=CC=C1)NC(CO)C(=O)O (carbobenzyloxy-D,L-serine). Run in C(Cl)Cl (DCM). Reaction conditions: time 8 hour. Yields the product C1(=CC=CC=C1)COC(NC(C(NN1C=CC=C1)=O)CO)=O ((±)-Phenylmethyl-[1-(hydroxymethyl)-2-oxo-2-(1H-pyrrol-1-ylamino)ethyl]carbamate). Yield: 51.4%. RXN SMILES: [NH2:1][N:2]1[CH:6]=[CH:5][CH:4]=[CH:3]1.C1CCC(N=C=NC2CCCCC2)CC1.[C:22]([NH:32][CH:33]([C:36](O)=[O:37])[CH2:34][OH:35])([O:24][CH2:25][C:26]1[CH:31]=[CH:30][CH:29]=[CH:28][CH:27]=1)=[O:23]>C(Cl)Cl>[C:26]1([CH2:25][O:24][C:22](=[O:23])[NH:32][CH:33]([CH2:36][OH:37])[C:34](=[O:35])[NH:1][N:2]2[CH:6]=[CH:5][CH:4]=[CH:3]2)[CH:27]=[CH:28][CH:29]=[CH:30][CH:31]=1. Reported procedure: To a solution of 1-aminopyrrole (4.92 g) and DCC (6.18 g) in dry DCM (100 ml) was added carbobenzyloxy-D,L-serine (7.18 g) in small portions over a period of about 1 hour. After stirring overnight at room temperature, the precipitate was removed by filtration, and stirred in boiling ethyl acetate. The mixture was filtered and the filtrate was combined with the filtrate of the reaction mixture and evaporated to dryness. The residue was purified by flash column chromatography (silica gel, DCM/meth... Starting materials: ClC=1C2=C(N=C(N1)C)C=C(N2)C (4-Chloro-2,6-dimethyl-5H-pyrrolo[3,2-d]pyrimidine), BrBr (Br2). The solvent is ClCCl (dichloromethane), ClCCl (dichloromethane). Conditions: temperature -10 celsius, time 30 minute. The product is BrC1=C(NC2=C1N=C(N=C2Cl)C)C (7-Bromo-4-chloro-2,6-dimethyl-5H-pyrrolo[3,2-d]pyrimidine). Reaction SMILES: [Cl:1][C:2]1[C:3]2[NH:11][C:10]([CH3:12])=[CH:9][C:4]=2[N:5]=[C:6]([CH3:8])[N:7]=1.[Br:13]Br>ClCCl>[Br:13][C:9]1[C:4]2[N:5]=[C:6]([CH3:8])[N:7]=[C:2]([Cl:1])[C:3]=2[NH:11][C:10]=1[CH3:12]. Procedure details: 4-Chloro-2,6-dimethyl-5H-pyrrolo[3,2-d]pyrimidine from example A7 (10.90 g; 60.00 mmol) is dissolved in dichloromethane (120 mL). The stirred mixture is cooled to −10° C. Br2 (3.08 mL; 60.00 mmol) dissolved in dichloromethane (20 mL) is added dropwise within 25 minutes. The re-suiting precipitate is collected by suction filtration, suspended in Na2SO3 (5% solution) (100 mL) and is stirred for 30 minutes at ambient temperature. After filtratrion the product is dissolved in acetonitrile (1000 mL),... The reactants are C, CO, [Pd], CC(NC1CN(C(=O)OCc2ccccc2)C1)c1cccc2ccccc12. The product is CC(NC1CNC1)c1cccc2ccccc12. Reaction SMILES: [C:30].[CH3:28][OH:29].[Pd:31].[c:1]1([CH:11]([CH3:12])[NH:13][CH:14]2[CH2:15][N:16]([C:18]([O:19][CH2:20][c:21]3[cH:22][cH:23][cH:24][cH:25][cH:26]3)=[O:27])[CH2:17]2)[cH:2][cH:3][cH:4][c:5]2[cH:6][cH:7][cH:8][cH:9][c:10]12>>[c:1]1([CH:11]([CH3:12])[NH:13][CH:14]2[CH2:15][NH:16][CH2:17]2)[cH:2][cH:3][cH:4][c:5]2[cH:6][cH:7][cH:8][cH:9][c:10]12. The reactants are CO, ClCCl, Cl, C1COCCO1, CC(C)(C)[Si](C)(C)OC1CC(=O)N(C2CCN(Cc3c[nH]c4cc(Oc5nc6ccccc6s5)ccc34)CC2)C1. Product: O=C1CC(O)CN1C1CCN(Cc2c[nH]c3cc(Oc4nc5ccccc5s4)ccc23)CC1. Reaction SMILES: [CH3:42][OH:43].[Cl:44][CH2:45][Cl:46].[ClH:41].[O:47]1[CH2:48][CH2:49][O:50][CH2:51][CH2:52]1.[s:1]1[c:2]([O:10][c:11]2[cH:12][cH:13][c:14]3[c:15]([CH2:20][N:21]4[CH2:22][CH2:23][CH:24]([N:27]5[C:28](=[O:40])[CH2:29][CH:30]([O:32][Si:33]([C:34]([CH3:35])([CH3:36])[CH3:37])([CH3:38])[CH3:39])[CH2:31]5)[CH2:25][CH2:26]4)[cH:16][nH:17][c:18]3[cH:19]2)[n:3][c:4]2[c:5]1[cH:6][cH:7][cH:8][cH:9]2>>[s:1]1[c:2]([O:10][c:11]2[cH:12][cH:13][c:14]3[c:15]([CH2:20][N:21]4[CH2:22][CH2:23][CH:24]([N:27]5[C:28](=[O:40])[CH2:29][CH:30]([OH:32])[CH2:31]5)[CH2:25][CH2:26]4)[cH:16][nH:17][c:18]3[cH:19]2)[n:3][c:4]2[c:5]1[cH:6][cH:7][cH:8][cH:9]2. Reactants: C(=O)=O (dry ice), O (water), BrC(=CC1=CC=C(C=C1)OC)Br (1-(2,2-dibromovinyl)-4-methoxybenzene), C(CCC)[Li].CCCCCC (n-butyllithium hexane). Solvent: O1CCCC1 (tetrahydrofuran). Run at temperature -78 celsius, time 90 minute. The product is COC1=CC=C(C=C1)C(C(=O)O)C ((4-methoxyphenyl)propionic acid), (4-methxoyphenyl)propionic acid. The yield is 93.0%. As a reaction SMILES: Br[C:2](Br)=[CH:3][C:4]1[CH:9]=[CH:8][C:7]([O:10][CH3:11])=[CH:6][CH:5]=1.C([Li])CCC.CCCCCC.[C:24](=[O:26])=[O:25].O>O1CCCC1>[CH3:11][O:10][C:7]1[CH:8]=[CH:9][C:4]([CH:3]([CH3:2])[C:24]([OH:26])=[O:25])=[CH:5][CH:6]=1 |f:1.2|. Procedure: 1-(2,2-dibromovinyl)-4-methoxybenzene (17.38 g, 59.5 mmol) prepared in Reference Synthetic Example 1 was dissolved in tetrahydrofuran (230 ml) in nitrogen atmosphere, and a 2.59 mol/l n-butyllithium/hexane solution was dropwise added at −78° C. After the dropwise addition, the solution was returned to 0° C. and stirred for 90 minutes, and then cooled to −78° C. again, and crushed dry ice was added. After stirring for 30 minutes, water was added to the solution and the solution was concentrated u... Reactants: CCOC(C)=O, CS(C)=O, Clc1cncc(Cl)n1, NCC1CCOCC1. The product is Clc1cncc(NCC2CCOCC2)n1. Reaction SMILES: [CH3:21][CH2:22][O:23][C:24](=[O:25])[CH3:26].[CH3:9][S:10]([CH3:11])=[O:12].[Cl:1][c:2]1[n:3][c:4]([Cl:8])[cH:5][n:6][cH:7]1.[O:13]1[CH2:14][CH2:15][CH:16]([CH2:19][NH2:20])[CH2:17][CH2:18]1>>[c:2]1([NH:20][CH2:19][CH:16]2[CH2:15][CH2:14][O:13][CH2:18][CH2:17]2)[n:3][c:4]([Cl:8])[cH:5][n:6][cH:7]1. Reactants: CN(C=1C=C(OC(C(=O)O)CC)C=CC1)C ((2RS)-2-(3-dimethylaminophenoxy)butyric acid), [Si](C)(C)(C(C)(C)C)O[C@@H]1C=C2C=C[C@@H]([C@@H]([C@H]2[C@H](C1)O)CC[C@@H]1C[C@H](CC(O1)=O)O[Si](C)(C)C(C)(C)C)C ((4R,6R)-6-{(1S,2S,6S,8S,8aR)-2-[1,2,6,7,8,8a-hexahydro-6-t-butyldimethylsilyloxy-8-hydroxy-2-methyl-1-naphthyl]ethyl}tetrahydro-4-t-butyldimethylsilyloxy-2H-pyran-2-one). Product: [Si](C)(C)(C(C)(C)C)O[C@@H]1C=C2C=C[C@@H]([C@@H]([C@H]2[C@H](C1)OC(C(CC)OC1=CC(=CC=C1)N(C)C)=O)CC[C@@H]1C[C@H](CC(O1)=O)O[Si](C)(C)C(C)(C)C)C ((4R,6R)-6-([1S,2S,6S,8S,8aR]-2-{1,2,6,7,8,8a-Hexahydro-6-t-butyldimethylsilyloxy-8-[(2RS)-2-(3-dimethylaminophenoxy)butyryloxy]-2-methyl-1-naphthyl}ethyl)tetrahydro-4-t-butyldimethylsilyloxy-2H-pyran-2-one). RXN SMILES: [CH3:1][N:2]([CH3:16])[C:3]1[CH:4]=[C:5]([CH:13]=[CH:14][CH:15]=1)[O:6][CH:7]([CH2:11][CH3:12])[C:8]([OH:10])=[O:9].[Si:17]([O:24][C@H:25]1[CH2:34][C@H:33](O)[C@H:32]2[C:27]([CH:28]=[CH:29][C@H:30]([CH3:53])[C@@H:31]2[CH2:36][CH2:37][C@H:38]2[O:43][C:42](=[O:44])[CH2:41][C@H:40]([O:45][Si:46]([C:49]([CH3:52])([CH3:51])[CH3:50])([CH3:48])[CH3:47])[CH2:39]2)=[CH:26]1)([C:20]([CH3:23])([CH3:22])[CH3:21])([CH3:19])[CH3:18]>>[Si:17]([O:24][C@H:25]1[CH2:34][C@H:33]([O:9][C:8](=[O:10])[CH:7]([O:6][C:5]2[CH:13]=[CH:14][CH:15]=[C:3]([N:2]([CH3:1])[CH3:16])[CH:4]=2)[CH2:11][CH3:12])[C@H:32]2[C:27]([CH:28]=[CH:29][C@H:30]([CH3:53])[C@@H:31]2[CH2:36][CH2:37][C@H:38]2[O:43][C:42](=[O:44])[CH2:41][C@H:40]([O:45][Si:46]([C:49]([CH3:52])([CH3:51])[CH3:50])([CH3:47])[CH3:48])[CH2:39]2)=[CH:26]1)([C:20]([CH3:21])([CH3:22])[CH3:23])([CH3:19])[CH3:18]. Reported procedure: A procedure similar to that described in Example 1, above, was followed, but using 766 mg of (2RS)-2-(3-dimethylaminophenoxy)butyric acid and 1.0 gof (4R,6R)-6-{(1S,2S,6S,8S,8aR)-2-[1,2,6,7,8,8a-hexahydro-6-t-butyldimethylsilyloxy-8-hydroxy-2-methyl-1-naphthyl]ethyl}tetrahydro-4-t-butyldimethylsilyloxy-2H-pyran-2-one [prepared as described in Example B, above], to give 1.26 g of the title compound as a pale yellow foam. Yields the product O=C(NCC1CCCN1)OCc1ccccc1. As a reaction SMILES: [Cl:32][CH2:33][Cl:34].[F:25][C:26]([F:27])([F:28])[C:29]([OH:30])=[O:31].[c:1]1([CH2:7][O:8][C:9](=[O:10])[NH:11][CH2:12][CH:13]2[N:14]([C:18]([O:19][C:20]([CH3:21])([CH3:22])[CH3:23])=[O:24])[CH2:15][CH2:16][CH2:17]2)[cH:2][cH:3][cH:4][cH:5][cH:6]1>>[c:1]1([CH2:7][O:8][C:9](=[O:10])[NH:11][CH2:12][CH:13]2[NH:14][CH2:15][CH2:16][CH2:17]2)[cH:2][cH:3][cH:4][cH:5][cH:6]1. Starting materials: ClCCl, O=C(O)C(F)(F)F, CC(C)(C)OC(=O)N1CCCC1CNC(=O)OCc1ccccc1.